Dataset: the Open Reaction Database (ORD), a public repository of structured organic reaction records. Task: describe an organic reaction: reactants, conditions, products, and yield Reactants: ClCC(=O)NC1=CC(=CC=C1)C(NC(COC1=CC=CC=C1)=O)C1=CC(=C2C=CC=NC2=C1O)Cl (2-chloro-N-(3-{(5-chloro-8-hydroxyquinolin-7-yl)[(phenoxyacetyl)amino]methyl}phenyl)acetamide), CNC (dimethylamine). Yields the product ClC1=C2C=CC=NC2=C(C(=C1)C(C=1C=C(C=CC1)NC(CN(C)C)=O)NC(COC1=CC=CC=C1)=O)O (N-(3-{(5-chloro-8-hydroxyquinolin-7-yl)[(phenoxyacetyl)amino]methyl}phenyl)-N2,N2-dimethylglycinamide). Isolated yield 46.0%. As a reaction SMILES: Cl[CH2:2][C:3]([NH:5][C:6]1[CH:11]=[CH:10][CH:9]=[C:8]([CH:12]([C:24]2[C:33]([OH:34])=[C:32]3[C:27]([CH:28]=[CH:29][CH:30]=[N:31]3)=[C:26]([Cl:35])[CH:25]=2)[NH:13][C:14](=[O:23])[CH2:15][O:16][C:17]2[CH:22]=[CH:21][CH:20]=[CH:19][CH:18]=2)[CH:7]=1)=[O:4].[CH3:36][NH:37][CH3:38]>>[Cl:35][C:26]1[CH:25]=[C:24]([CH:12]([NH:13][C:14](=[O:23])[CH2:15][O:16][C:17]2[CH:22]=[CH:21][CH:20]=[CH:19][CH:18]=2)[C:8]2[CH:7]=[C:6]([NH:5][C:3](=[O:4])[CH2:2][N:37]([CH3:38])[CH3:36])[CH:11]=[CH:10][CH:9]=2)[C:33]([OH:34])=[C:32]2[C:27]=1[CH:28]=[CH:29][CH:30]=[N:31]2. Procedure details: A solution of 2-chloro-N-(3-{(5-chloro-8-hydroxyquinolin-7-yl)[(phenoxyacetyl)amino]methyl}phenyl)acetamide (100 mg, 0.20 mmol) and dimethylamine (2M/THF, 10 eq.) was heated at 45 C for 18 h. The solvent was removed in vacuo, the residue was dissolved in methylene chloride and washed with water and brine. The organic layer was dried over sodium sulfate and concentrated in vacuo to afford 48 mg (46%) of N-(3-{(5-chloro-8-hydroxyquinolin-7-yl)[(phenoxyacetyl)amino]methyl}phenyl)-N2,N2-dimethylglyc... Starting materials: CS(=O)(=O)N1CCNCC1, [O-]Cl, Cl, N#CO[K], [Na+], [O-]Cl, O. The product is NCS(=O)(=O)N1CCNCC1. RXN SMILES: [CH3:1][S:2](=[O:3])(=[O:4])[N:5]1[CH2:6][CH2:7][NH:8][CH2:9][CH2:10]1.[Cl:16][O-:17].[ClH:11].[K:12][O:13][C:14]#[N:15].[Na+:18].[O-:19][Cl:20].[OH2:21]>>[CH2:1]([S:2](=[O:3])(=[O:4])[N:5]1[CH2:6][CH2:7][NH:8][CH2:9][CH2:10]1)[NH2:15].